Dataset: the Open Reaction Database (ORD), a public repository of structured organic reaction records. Task: describe an organic reaction: reactants, conditions, products, and yield Reactants: C[N+]1([O-])CCOCC1, CC#N, CCC[N+](CCC)(CCC)CCC, O=[Ru](=O)(=O)[O-], CC1CC(O)C(C)N1C(=O)OCc1ccccc1. Product: CC1CC(=O)C(C)N1C(=O)OCc1ccccc1. Reaction SMILES: [CH3:19][N+:20]1([O-:21])[CH2:22][CH2:23][O:24][CH2:25][CH2:26]1.[CH3:27][C:28]#[N:29].[CH3:35][CH2:36][CH2:37][N+:38]([CH2:39][CH2:40][CH3:41])([CH2:42][CH2:43][CH3:44])[CH2:45][CH2:46][CH3:47].[O-:30][Ru:31](=[O:32])(=[O:33])=[O:34].[OH:1][CH:2]1[CH:3]([CH3:18])[N:4]([C:8](=[O:9])[O:10][CH2:11][c:12]2[cH:13][cH:14][cH:15][cH:16][cH:17]2)[CH:5]([CH3:7])[CH2:6]1>>[O:1]=[C:2]1[CH:3]([CH3:18])[N:4]([C:8](=[O:9])[O:10][CH2:11][c:12]2[cH:13][cH:14][cH:15][cH:16][cH:17]2)[CH:5]([CH3:7])[CH2:6]1. The reactants are COC=1C=C(C=O)C=CC1O (3-methoxy-4-hydroxybenzaldehyde), C(=O)([O-])[O-].[K+].[K+] (K2CO3), ClCCOC (1-chloro-2-methoxyethane), C(C)(=O)OCC (ethyl acetate). Run in CN(C)C=O (DMF). Run at temperature 80 celsius, time 8 hour. The product is COC=1C=C(C=O)C=CC1OCCOC (3-methoxy-4-(2-methoxyethoxy)benzaldehyde). The yield is 90.5%. Reaction SMILES: [CH3:1][O:2][C:3]1[CH:4]=[C:5]([CH:8]=[CH:9][C:10]=1[OH:11])[CH:6]=[O:7].C([O-])([O-])=O.[K+].[K+].Cl[CH2:19][CH2:20][O:21][CH3:22].C(OCC)(=O)C>CN(C=O)C>[CH3:1][O:2][C:3]1[CH:4]=[C:5]([CH:8]=[CH:9][C:10]=1[O:11][CH2:19][CH2:20][O:21][CH3:22])[CH:6]=[O:7] |f:1.2.3|. Procedure: To a solution of 3-methoxy-4-hydroxybenzaldehyde (8.0 g) in DMF (60 mL) was added K2CO3 (8.0 g) and 1-chloro-2-methoxyethane (5.1 g). The resulting mixture was stirred at 80° C. overnight. After reaction finished, ethyl acetate (200 mL) was added, and washed with 2 N aqueous HCl solution, brine, dried over Na2SO4, filtered, concentrated. The residue was washed with petrol ether to give 3-methoxy-4-(2-methoxyethoxy)benzaldehyde (10 g) as a yellow solid. 1H-NMR (400 MHz, CDCl3): δ: 9.86 (s, 1H); 7...